From a dataset of the Open Reaction Database (ORD), a public repository of structured organic reaction records. describe an organic reaction: reactants, conditions, products, and yield The solvent is C1(=CC=CC=C1)C (toluene), C1(=CC=CC=C1)C (toluene). The reactants are C(C)(C)(C)OCC(CO)([N+](=O)[O-])C (3-tert-butoxy-2-methyl-2-nitro-propan-1-ol), 1c, [H][H] (hydrogen). RXN SMILES: [C:1]([O:5][CH2:6][C:7]([CH3:13])([N+:10]([O-])=O)[CH2:8][OH:9])([CH3:4])([CH3:3])[CH3:2].[H][H]>C1(C)C=CC=CC=1.[Ni]>[NH2:10][C:7]([CH3:13])([CH2:6][O:5][C:1]([CH3:4])([CH3:3])[CH3:2])[CH2:8][OH:9]. Yields the product NC(CO)(COC(C)(C)C)C (2-amino-3-tert-butoxy-2-methyl-propan-1-ol). Reagents/catalysts: [Ni] (Ni). Reaction conditions: temperature 40 celsius. Procedure details: To a solution of 150 g (0.78 mol) of 3-tert-butoxy-2-methyl-2-nitro-propan-1-ol [prepared according to Example 1c or 1c′] in 700 ml of toluene in a pressure vessel is added 15 g of Raney-Ni and 40 ml of a pH 7.00 buffer [NORMEX (RTM), Carlo Erba]. Through the closed autoclave is added at room temperature hydrogen under 50-60 bar pressure. The reaction mixture is heated to 40° C. and maintained at this temperature for 8 hours. The reaction mixture is then cooled to room temperature, diluted with ...